Dataset: the Open Reaction Database (ORD), a public repository of structured organic reaction records. Task: describe an organic reaction: reactants, conditions, products, and yield Starting materials: BrCC1=NC=C(C(=O)NC2=CC(=C(C=C2)Cl)NC(C2=CC(=CC=C2)Cl)=O)C=C1 (6-(bromomethyl)-N-(4-chloro-3-(3-chlorobenzamido)phenyl)nicotinamide), CN1CCC(CC1)N (1-methylpiperidin-4-amine). Procedure details: 6-(bromomethyl)-N-(4-chloro-3-(3-chlorobenzamido)phenyl)nicotinamide (0.2 mmol) was used in general procedure 5 with 1-methylpiperidin-4-amine (0.4 mmol). The product was purified by RP-HPLC to give N-(4-chloro-3-(3-chlorobenzamido)phenyl))-6-((1-methylpiperidin-4-ylamino)-methyl)nicotinamide. MS (Q1) 512.3 (M)+ The product is CN1CCC(CC1)NCC1=NC=C(C(=O)N)C=C1 (6-((1-methylpiperidin-4-ylamino)-methyl)nicotinamide). As a reaction SMILES: Br[CH2:2][C:3]1[CH:28]=[CH:27][C:6]([C:7]([NH:9]C2C=CC(Cl)=C(NC(=O)C3C=CC=C(Cl)C=3)C=2)=[O:8])=[CH:5][N:4]=1.[CH3:29][N:30]1[CH2:35][CH2:34][CH:33]([NH2:36])[CH2:32][CH2:31]1>>[CH3:29][N:30]1[CH2:35][CH2:34][CH:33]([NH:36][CH2:2][C:3]2[CH:28]=[CH:27][C:6]([C:7]([NH2:9])=[O:8])=[CH:5][N:4]=2)[CH2:32][CH2:31]1. The reactants are O.O.C(C)(=O)[O-].[U+2](=O)=O.C(C)(=O)[O-] (uranyl acetate dihydrate). Reagents/catalysts: catalyst, [Co] (cobalt). Product: C1(\C=C/C(=O)O1)=O (maleic anhydride), CCCC (n-butane). Reaction SMILES: O.O.[C:3]([O-:6])(=[O:5])[CH3:4].[U+2](=O)=O.[C:10]([O-])(=[O:12])[CH3:11]>[Co]>[C:10]1(=[O:12])[O:6][C:3](=[O:5])[CH:4]=[CH:11]1.[CH3:10][CH2:11][CH2:3][CH3:4] |f:0.1.2.3.4|. Procedure details: Fluid bed catalyst having the formula V1.0 P1.2 U0.2 Ox was prepared according to the procedure set forth in Examples 1-7 above, except that 935.5 g uranyl acetate dihydrate was substituted for the cobalt compound. Results of the fluid bed (80 cc) production of maleic anhydride from n-butane using the catalyst of Example 8 are listed in Table I. The reactants are COC1=C(C(=O)O)C=C(C=C1)S(=O)C (2-methoxy-5-methylsulfinylbenzoic acid), Cl.C(C)OCCN1C(=NC2=C1C=CC=C2)NC2CCN(CC2)CCC2(CNCC2)C2=CC=CC=C2 (3-(2-(4-(1-(2-ethoxyethyl)-1H-benzimidazol-2-yl-amino)piperidin-1-yl)ethyl)-3-phenylpyrrolidine hydrochloric acid salt). The product is COC1=C(C(=O)N2CC(CC2)(C2=CC=CC=C2)CCN2CCC(CC2)NC2=NC3=C(N2CCOCC)C=CC=C3)C=C(C=C1)S(=O)C (1-(2-methoxy-5-methylsulfinylbenzoyl)-3-(2-(4-(1-(2-ethoxyethyl)-1H-benzimidazol-2-yl-amino)piperidin-1-yl)ethyl)-3-phenylpyrrolidine). Reaction SMILES: [CH3:1][O:2][C:3]1[CH:11]=[CH:10][C:9]([S:12]([CH3:14])=[O:13])=[CH:8][C:4]=1[C:5]([OH:7])=O.Cl.[CH2:16]([O:18][CH2:19][CH2:20][N:21]1[C:25]2[CH:26]=[CH:27][CH:28]=[CH:29][C:24]=2[N:23]=[C:22]1[NH:30][CH:31]1[CH2:36][CH2:35][N:34]([CH2:37][CH2:38][C:39]2([C:44]3[CH:49]=[CH:48][CH:47]=[CH:46][CH:45]=3)[CH2:43][CH2:42][NH:41][CH2:40]2)[CH2:33][CH2:32]1)[CH3:17]>>[CH3:1][O:2][C:3]1[CH:11]=[CH:10][C:9]([S:12]([CH3:14])=[O:13])=[CH:8][C:4]=1[C:5]([N:41]1[CH2:42][CH2:43][C:39]([CH2:38][CH2:37][N:34]2[CH2:35][CH2:36][CH:31]([NH:30][C:22]3[N:21]([CH2:20][CH2:19][O:18][CH2:16][CH3:17])[C:25]4[CH:26]=[CH:27][CH:28]=[CH:29][C:24]=4[N:23]=3)[CH2:32][CH2:33]2)([C:44]2[CH:49]=[CH:48][CH:47]=[CH:46][CH:45]=2)[CH2:40]1)=[O:7] |f:1.2|. Reported procedure: Prepare by the method of Example 59.1 using 2-methoxy-5-methylsulfinylbenzoic acid and 3-(2-(4-(1-(2-ethoxyethyl)-1H-benzimidazol-2-yl-amino)piperidin-1-yl)ethyl)-3-phenylpyrrolidine hydrochloric acid salt (prepared from (−)-3-phenyl-3-(2-hydroxyethyl)pyrrolidine (R,R)-di-p-anisoyltartaric acid salt) to give the title compound. The reactants are N[C@H](CC1=CNC2=CC=CC=C12)C(=O)O (D-tryptophan), S(O)(O)(=O)=O (sulfuric acid), C(C)O (ethanol), C(CCCCCCC)=O (octanal). Run in CO (methanol). Run at temperature 45 celsius, time 72 hour. Product: C(CCCCCC)C1N[C@H](CC=2C3=CC=CC=C3NC12)C(=O)O ((3R)-1,2,3,4-Tetrahydro-1-heptyl-β-carboline-3-carboxylic Acid). RXN SMILES: [NH2:1][C@@H:2]([C:13]([OH:15])=[O:14])[CH2:3][C:4]1[C:12]2[C:7](=[CH:8][CH:9]=[CH:10][CH:11]=2)[NH:6][CH:5]=1.S(=O)(=O)(O)O.C(O)C.[CH:24](=O)[CH2:25][CH2:26][CH2:27][CH2:28][CH2:29][CH2:30][CH3:31]>CO>[CH2:25]([CH:24]1[C:5]2[NH:6][C:7]3[C:12](=[CH:11][CH:10]=[CH:9][CH:8]=3)[C:4]=2[CH2:3][C@H:2]([C:13]([OH:15])=[O:14])[NH:1]1)[CH2:26][CH2:27][CH2:28][CH2:29][CH2:30][CH3:31]. Procedure: A mixture containing 147 mmol of D-tryptophan, 294 ml of 1 N sulfuric acid, 300 ml of ethanol and 294 mmol of octanal is stirred at 45° C. for 72 hours. The solution is concentrated and the residue is taken up in a water/methanol/ammonium hydroxide mixture. The methanol is evaporated at 45° C. and the precipitate is filtered off, washed with water and dried. The solid obtained is solubilized at high temperature in methanol. After cooling, the compound of preparation F crystallizes. It is then fi... Starting materials: [OH-].[Na+] (sodium hydroxide), COS(=O)(=O)[O-].C(CCCCCCCCCCC)[S+](C)C (dodecyl-dimethylsulfonium methyl sulfate), C1(=CC=CC=C1)C (toluene), COC=1C=C(C=O)C=CC1 (3-methoxybenzaldehyde). Run in O (water). Yields the product COC=1C=C(C2CO2)C=CC1 (3-methoxystyrene oxide). RXN SMILES: [CH3:1][O:2][C:3]1[CH:4]=[C:5]([CH:8]=[CH:9][CH:10]=1)[CH:6]=[O:7].[OH-].[Na+].[CH3:13]OS([O-])(=O)=O.C([S+](C)C)CCCCCCCCCCC.C1(C)C=CC=CC=1>O>[CH3:1][O:2][C:3]1[CH:4]=[C:5]([CH:8]=[CH:9][CH:10]=1)[CH:6]1[O:7][CH2:13]1 |f:1.2,3.4|. Reported procedure: A mixture of 3-methoxybenzaldehyde (13.4 g, 0.098 mol), a solution of sodium hydroxide (200 g) in water (200 ml), dodecyl-dimethylsulfonium methyl sulfate (51 g, 0.15 mol) and toluene (150 ml) is stirred for 17 hours. Ice is then added and the organic phase is separated, washed with water (3×50 ml), dried over sodium sulfate, filtered and concentrated under reduced pressure. The above product is recovered from the thus obtained residue by distillation at 135°-140° C. and 30 mmHg. Reactants: CC(C)OC(=O)/N=N/C(=O)OC(C)C (DIAD), FC=1C(=C(CN(C(OC(C)(C)C)=O)C)C=C(C1)[N+](=O)[O-])O (tert-Butyl 3-fluoro-2-hydroxy-5-nitrobenzyl(methyl)carbamate), COCCCO (3-methoxypropan-1-ol), C1(=CC=CC=C1)P(C1=CC=CC=C1)C1=CC=CC=C1 (triphenylphosphine), [Cl-].[NH4+] (ammonium chloride). Reagents/catalysts: [Zn] (Zinc). Solvent: C1CCOC1 (THF), C1CCOC1 (THF), CO (MeOH). Conditions: temperature 0 celsius, time 30 minute. Product: NC=1C=C(C(=C(CN(C(OC(C)(C)C)=O)C)C1)OCCCOC)F (tert-Butyl 5-amino-3-fluoro-2-(3-methoxypropoxy)benzyl(methyl)carbamate). Isolated yield 105.2%. As a reaction SMILES: CC(OC(/N=N/C(OC(C)C)=O)=O)C.[F:15][C:16]1[C:17]([OH:35])=[C:18]([CH:29]=[C:30]([N+:32]([O-])=O)[CH:31]=1)[CH2:19][N:20]([CH3:28])[C:21](=[O:27])[O:22][C:23]([CH3:26])([CH3:25])[CH3:24].[CH3:36][O:37][CH2:38][CH2:39][CH2:40]O.C1(P(C2C=CC=CC=2)C2C=CC=CC=2)C=CC=CC=1.[Cl-].[NH4+]>C1COCC1.CO.[Zn]>[NH2:32][C:30]1[CH:31]=[C:16]([F:15])[C:17]([O:35][CH2:40][CH2:39][CH2:38][O:37][CH3:36])=[C:18]([CH:29]=1)[CH2:19][N:20]([CH3:28])[C:21](=[O:27])[O:22][C:23]([CH3:26])([CH3:25])[CH3:24] |f:4.5|. Procedure details: DIAD was added to a solution of 17D (751 mg, 2.5 mmol), 3-methoxypropan-1-ol (496 mg, 5.50 mmol), triphenylphosphine (1443 mg, 5.50 mmol) in THF (5 mL) at 0° C. The reaction mixture was stirred at 0° C. for 30 min, and rt for 16 h. The mixture was concentrated and purified by flash chromatography (0-50% EtOAc in hexanes) to give a light yellow solid. The obtained solid was dissolved in MeOH (20 mL) and THF (5 mL). Zinc (1635 mg, 25.00 mmol) and ammonium chloride (2.64 mL, 75 mmol) was added. The... Starting materials: ClC(CC(=O)O)CC(C(F)(F)Cl)(Cl)Cl (2,4,4,5-tetrachloro-5,5-difluoropentane-1-carboxylic acid), S(=O)(Cl)Cl (thionyl chloride). Run in CN(C=O)C (N,N-dimethylformamide). The product is ClC(CC(=O)Cl)CC(C(F)(F)Cl)(Cl)Cl (2,4,4,5-Tetrachloro-5,5-difluoropentane-1-carboxylic acid chloride). RXN SMILES: [Cl:1][CH:2]([CH2:7][C:8]([Cl:14])([Cl:13])[C:9]([Cl:12])([F:11])[F:10])[CH2:3][C:4](O)=[O:5].S(Cl)([Cl:17])=O>CN(C)C=O>[Cl:1][CH:2]([CH2:7][C:8]([Cl:14])([Cl:13])[C:9]([Cl:12])([F:11])[F:10])[CH2:3][C:4]([Cl:17])=[O:5]. Procedure: 276 g of 2,4,4,5-tetrachloro-5,5-difluoropentane-1-carboxylic acid, 300 ml of thionyl chloride and 1 ml of N,N-dimethylformamide are mixed together, and the mixture is heated within 1 hour to 60° C. and finally refluxed for 1 hour. After the excess thionyl chloride has been distilled off, the residue is fractionally distilled to thus obtain 250.2 g (85% of theory) of 2,4,4,5-tetrachloro-5,5-di-fluoropentane-1-carboxylic acid chloride in the form of a clear liquid, which boils at 95°-97° C./2000 ... Starting materials: CCO, CC[O-], CCOC(=O)CCCCl, Oc1ccc(F)cc1, [Na+]. The product is CCOC(=O)CCCOc1ccc(F)cc1. Reaction SMILES: [CH3:22][CH2:23][OH:24].[CH3:2][CH2:3][O-:4].[Cl:13][CH2:14][CH2:15][CH2:16][C:17](=[O:18])[O:19][CH2:20][CH3:21].[F:5][c:6]1[cH:7][cH:8][c:9]([OH:12])[cH:10][cH:11]1.[Na+:1]>>[F:5][c:6]1[cH:7][cH:8][c:9]([O:12][CH2:14][CH2:15][CH2:16][C:17](=[O:18])[O:19][CH2:20][CH3:21])[cH:10][cH:11]1. Run in CN(C)C=O (DMF). Reactants: OCC(C)(C)N1C=C(C=CC1=O)C(=O)OC (methyl 1-(1-hydroxy-2-methylpropan-2-yl)-6-oxo-1,6-dihydropyridine-3-carboxylate), N1C=NC=C1 (1H-imidazole), Cl[Si](C)(C)C(C)(C)C (chloro-tert-butyldimethylsilane). Procedure details: A solution of methyl 1-(1-hydroxy-2-methylpropan-2-yl)-6-oxo-1,6-dihydropyridine-3-carboxylate (2000 mg, 8.88 mmol), 1H-imidazole (1.51 mg, 22.2 mmol), and chloro-tert-butyldimethylsilane (1405 mg, 9.32 mmol) in DMF (10 mL) was stirred overnight at 23° C. The mixture was partitioned between CH2Cl2 and 5% NaHCO3. The organic was dried over MgSO4 and reduced to an oil under reduced pressure from toluene. MS (ESI pos. ion) m/z (MH+): 340. Calc'd exact mass for C17H29NO4Si: 339. RXN SMILES: [OH:1][CH2:2][C:3]([N:6]1[C:11](=[O:12])[CH:10]=[CH:9][C:8]([C:13]([O:15][CH3:16])=[O:14])=[CH:7]1)([CH3:5])[CH3:4].N1C=CN=C1.Cl[Si:23]([C:26]([CH3:29])([CH3:28])[CH3:27])([CH3:25])[CH3:24]>CN(C=O)C>[Si:23]([O:1][CH2:2][C:3]([N:6]1[C:11](=[O:12])[CH:10]=[CH:9][C:8]([C:13]([O:15][CH3:16])=[O:14])=[CH:7]1)([CH3:5])[CH3:4])([C:26]([CH3:29])([CH3:28])[CH3:27])([CH3:25])[CH3:24]. Product: [Si](C)(C)(C(C)(C)C)OCC(C)(C)N1C=C(C=CC1=O)C(=O)OC (Methyl 1-(1-(tert-butyldimethylsilyloxy)-2-methylpropan-2-yl)-6-oxo-1,6-dihydropyridine-3-carboxylate). Starting materials: Cl (HCl), [Li+].C[Si](C)(C)[N-][Si](C)(C)C (LiHMDS), O=C1CCCC=2N=C(SC21)NC(C)=O (N-(7-oxo-4,5,6,7-tetrahydro-benzothiazol-2-yl)-acetamide), C(=O)OC (methyl formate). The solvent is C1CCOC1 (THF). Conditions: temperature -78 celsius, time 2.5 hour. Product: C(=O)C1C(C2=C(N=C(S2)NC(C)=O)CC1)=O (N-(6-Formyl-7-oxo-4,5,6,7-tetrahydro-benzothiazol-2-yl)-acetamide). Reaction SMILES: [Li+].C[Si]([N-][Si](C)(C)C)(C)C.[O:11]=[C:12]1[C:20]2[S:19][C:18]([NH:21][C:22](=[O:24])[CH3:23])=[N:17][C:16]=2[CH2:15][CH2:14][CH2:13]1.[CH:25](OC)=[O:26].Cl>C1COCC1>[CH:25]([CH:13]1[CH2:14][CH2:15][C:16]2[N:17]=[C:18]([NH:21][C:22](=[O:24])[CH3:23])[S:19][C:20]=2[C:12]1=[O:11])=[O:26] |f:0.1|. Reported procedure: LiHMDS solution (1 M, 27.7 mL) was added over 10 min to a suspension of N-(7-oxo-4,5,6,7-tetrahydro-benzothiazol-2-yl)-acetamide (Stage A.5, 2.0 g, 9.23 mmol) in dry THF (20 mL) cooled at −78° C. under an argon atm. The RM was then stirred at −78° C. for 2.5 h and methyl formate (2.308 mL, 36.9 mmol) added dropwise over 30 min. The RM was then warmed slowly to rt and was then stirred 18 h at rt. The RM was drown out into aqueous 1 M HCl (70 mL) and extracted 3× with DCM, dried over Na2SO4 and ev...